Task: describe an organic reaction: reactants, conditions, products, and yield. Dataset: the Open Reaction Database (ORD), a public repository of structured organic reaction records Starting materials: FC(C(=O)O)(F)F (Trifluoroacetic acid), COC=1C=C(C=CC1N1C=NC(=C1)C)NC=1N=C(C2=C(N1)CCN(C2)C(=O)OC(C)(C)C)CCC2OCCC2 (tert-butyl 2-(3-methoxy-4-(4-methyl-1H-imidazol-1-yl)phenylamino)-4-(2-(tetrahydrofuran-2-yl)ethyl)-7,8-dihydropyrido[4,3-d]pyrimidine-6(5H)-carboxylate), FC(C(=O)O)(F)F (trifluoroacetic acid). Solvent: C(Cl)Cl (DCM). Yields the product COC=1C=C(C=CC1N1C=NC(=C1)C)NC=1N=CC2=C(N1)C(CNC2)C2=CC=CC=C2 (N-(3-methoxy-4-(4-methyl-1H-imidazol-1-yl)phenyl)-8-phenyl-5,6,7,8-tetrahydropyrido[4,3-d]pyrimidin-2-amine). Yield: 193.2%. Reaction SMILES: F[C:2](F)(F)[C:3](O)=O.[CH3:8][O:9][C:10]1[CH:11]=[C:12]([NH:22][C:23]2[N:24]=[C:25](CCC3CCCO3)[C:26]3[CH2:32][N:31](C(OC(C)(C)C)=O)[CH2:30][CH2:29][C:27]=3[N:28]=2)[CH:13]=[CH:14][C:15]=1[N:16]1[CH:20]=[C:19]([CH3:21])[N:18]=[CH:17]1>C(Cl)Cl>[CH3:8][O:9][C:10]1[CH:11]=[C:12]([NH:22][C:23]2[N:24]=[CH:25][C:26]3[CH2:32][NH:31][CH2:30][CH:29]([C:3]4[CH:2]=[CH:14][CH:15]=[CH:10][CH:11]=4)[C:27]=3[N:28]=2)[CH:13]=[CH:14][C:15]=1[N:16]1[CH:20]=[C:19]([CH3:21])[N:18]=[CH:17]1. Procedure details: Trifluoroacetic acid (0.238 mL, 3.09 mmol) was added dropwise to a stirred solution of tert-butyl 2-(3-methoxy-4-(4-methyl-1H-imidazol-1-yl)phenylamino)-4-(2-(tetrahydrofuran-2-yl)ethyl)-7,8-dihydropyrido[4,3-d]pyrimidine-6(5H)-carboxylate (0.330 g, 0.62 mmol) in DCM (3 mL) at rt. The reaction mixture was stirred under reflux for 1 hr. Five equivalents of trifluoroacetic acid were added and the reaction mixture was stirred at reflux for 1 hour. The reaction mixture was allowed to cool to room te... Starting materials: N1C=NC=C1 (imidazole), CN(\C(\C)=C/1\N=C(OC1=O)C)C ((E)-4-(1-(dimethylamino)ethylidene)-2-methyloxazol-5(4H)-one), C(C)(=O)NCC(=O)O (N-acetylglycine), P(=O)(Cl)(Cl)Cl (phosphorous oxychloride), CN(\C(\C)=C/1\N=C(OC1=O)C)C ((E)-4-(1-(dimethylamino)ethylidene)-2-methyloxazol-5(4H)-one), [O-]CC (ethoxide). Solvent: CC(=O)N(C)C (dimethylacetamide). Reaction conditions: temperature 45 celsius. Product: C(C)(=O)N\C(\C(=O)OCC)=C(/C)\N(C)C ((E)-ethyl 2-acetamido-3-(dimethylamino)but-2-enoate). Yield: 50.0%. As a reaction SMILES: N1C=CN=C1.C(NCC(O)=O)(=O)C.P(Cl)(Cl)(Cl)=O.[CH3:19][N:20]([CH3:30])/[C:21](=[C:23]1/[N:24]=[C:25]([CH3:29])[O:26][C:27]/1=[O:28])/[CH3:22].[O-:31][CH2:32][CH3:33]>CC(N(C)C)=O>[C:32]([NH:24]/[C:23](=[C:21](/[N:20]([CH3:30])[CH3:19])\[CH3:22])/[C:27]([O:26][CH2:25][CH3:29])=[O:28])(=[O:31])[CH3:33]. Procedure details: Another approach toward imidazole intermediate is described in Reaction Scheme 3. The original reaction sequence was published by F. Hoffmann-La Roche A G [F. Hoffmann-La Roche A G, WO 2005/003117, 2005]. N-acetylglycine (14) and phosphorous oxychloride are mixed and dimethylacetamide is added thereto dropwise slowly at low temperature (exothermic). The reaction mixture is then stirred and warmed at 45° C. In this way, (E)-4-(1-(dimethylamino)ethylidene)-2-methyloxazol-5(4H)-one (15) is generate... The reactants are Cl (HCl), C(OCC1=CC(=CC(=C1)Cl)Cl)(=O)Cl (3,5-dichlorobenzyl carbonochloridate), OC1=NOC(=C1)CCC(=O)NCC1CCNCC1 (3-(3-hydroxyisoxazol-5-yl)-N-(piperidin-4-ylmethyl)propanamide), [OH-].[Na+] (NaOH). Run in C(Cl)Cl (DCM), CCOC(=O)C (EtOAc). Conditions: time 16 hour. The product is OC1=NOC(=C1)CCC(=O)NCC1CCN(CC1)C(=O)OCC1=CC(=CC(=C1)Cl)Cl (3,5-dichlorobenzyl 4-((3-(3-hydroxyisoxazol-5-yl)propanamido)methyl)piperidine-1-carboxylate). RXN SMILES: [C:1](Cl)(=[O:12])[O:2][CH2:3][C:4]1[CH:9]=[C:8]([Cl:10])[CH:7]=[C:6]([Cl:11])[CH:5]=1.[OH:14][C:15]1[CH:19]=[C:18]([CH2:20][CH2:21][C:22]([NH:24][CH2:25][CH:26]2[CH2:31][CH2:30][NH:29][CH2:28][CH2:27]2)=[O:23])[O:17][N:16]=1.[OH-].[Na+].Cl>C(Cl)Cl.CCOC(C)=O>[OH:14][C:15]1[CH:19]=[C:18]([CH2:20][CH2:21][C:22]([NH:24][CH2:25][CH:26]2[CH2:27][CH2:28][N:29]([C:1]([O:2][CH2:3][C:4]3[CH:9]=[C:8]([Cl:10])[CH:7]=[C:6]([Cl:11])[CH:5]=3)=[O:12])[CH2:30][CH2:31]2)=[O:23])[O:17][N:16]=1 |f:2.3|. Reported procedure: To 3,5-dichlorobenzyl carbonochloridate (331 mg, 1.380 mmol) and 3-(3-hydroxyisoxazol-5-yl)-N-(piperidin-4-ylmethyl)propanamide (step 2) (200 mg, 0.690 mmol) in DCM (7 ml) was added 2M NaOH solution (6.90 ml, 13.80 mmol) and the mixture stirred vigorously at RT for 16 hrs. The mixture was diluted with EtOAc (50 ml) and acidified with 2M HCl. The organics were dried (MgSO4) and concentrated under reduced pressure. The residue was dissolved in MeOH/EtOAc and dry loaded onto silica (10 g). This was... The reactants are C1(=CC=CC=C1)S(=O)C(C1=CC=CC=C1)Cl ((alpha-chlorobenzyl) phenyl sulfoxide), C(C)#N (acetonitrile), aqueous solution, [Na] (sodium), CS (methyl mercaptan). Solvent: C(Cl)Cl (Methylene chloride). Product: C1(=CC=CC=C1)S(=O)C(C1=CC=CC=C1)SC ((alpha-methylthiobenzyl) phenyl sulfoxide). Isolated yield 82.6%. As a reaction SMILES: [C:1]1([S:7]([CH:9](Cl)[C:10]2[CH:15]=[CH:14][CH:13]=[CH:12][CH:11]=2)=[O:8])[CH:6]=[CH:5][CH:4]=[CH:3][CH:2]=1.C(#N)C.[Na].[CH3:21][SH:22]>C(Cl)Cl>[C:1]1([S:7]([CH:9]([S:22][CH3:21])[C:10]2[CH:15]=[CH:14][CH:13]=[CH:12][CH:11]=2)=[O:8])[CH:6]=[CH:5][CH:4]=[CH:3][CH:2]=1 |^1:19|. Procedure details: 220 mg of (alpha-chlorobenzyl) phenyl sulfoxide was dissolved in 5 ml. of acetonitrile, and with addition of 3 ml. of a 20% aqueous solution of sodium salt of methyl mercaptan, the mixture was stirred for four days at room temperature. Methylene chloride (50 ml.) was added, and the product was dried with anhydrous sodium sulfate. The solvent was removed at reduced pressure. The product was separated by column-chromatography (silica gel, chloroform). There was obtained (alpha-methylthiobenzyl) ph... The reactants are N[C@@H](CS)C(=O)O (L-cysteine), [OH-].[Na+] (NaOH), CI (methyl iodide), [OH-].[Na+] (NaOH), ClC(=O)OC (methyl chloroformate), Cl (HCl). Run in CO (methanol). Reaction conditions: temperature 25 celsius. Yields the product COC(=O)N[C@@H](CSC)C(=O)O (N-(methoxycarbonyl)-S-methyl-L-cysteine). Isolated yield 75.2%. RXN SMILES: [NH2:1][C@H:2]([C:5]([OH:7])=[O:6])[CH2:3][SH:4].[OH-].[Na+].[CH3:10]I.Cl[C:13]([O:15][CH3:16])=[O:14].Cl>CO>[CH3:16][O:15][C:13]([NH:1][C@H:2]([C:5]([OH:7])=[O:6])[CH2:3][S:4][CH3:10])=[O:14] |f:1.2|. Procedure details: A solution of L-cysteine (50 mg, 0.413 mmol) in methanol (0.4 mL) was treated with 1N NaOH (0.45 mL, 0.45 mmol) and methyl iodide (28.3 μL, 0.45 mmol) at 0° C. The mixture was warmed to 25° C. over 16 h, recooled to 0° C., and treated with 3N NaOH (0.45 μL, 1.3 mmol) and methyl chloroformate (64 μL, 0.83 mmol) at 25° C. for 4 h. The mixture was acidified with 2N HCl, and partitioned between ethyl acetate and water. The organic layer was separated, washed with water, brine, and dried over MgSO4 a... Starting materials: C(CC)N=C=O (n-Propyl isocyanate), NC1=NC=CC(=C1)CSC1=NC=CC=C1C(=O)NC1=CC(=CC(=C1)C)C (2-(2-aminopyridin-4-ylmethylthio)-N-(3,5-dimethylphenyl)pyridine-3-carboxamide), C(C)(=O)OCC (Ethyl acetate). Solvent: CN(C=O)C (N,N-dimethylformamide). Product: CC=1C=C(C=C(C1)C)NC(=O)C=1C(=NC=CC1)SCC1=CC(=NC=C1)NC(=O)NCCC (N-(3,5-Dimethylphenyl)-2-[2-(N′-n-propylureido)pyridin-4-ylmethylthio]pyridine-3-carboxamide). The yield is 33.0%. As a reaction SMILES: [CH2:1]([N:4]=[C:5]=[O:6])[CH2:2][CH3:3].[NH2:7][C:8]1[CH:13]=[C:12]([CH2:14][S:15][C:16]2[C:21]([C:22]([NH:24][C:25]3[CH:30]=[C:29]([CH3:31])[CH:28]=[C:27]([CH3:32])[CH:26]=3)=[O:23])=[CH:20][CH:19]=[CH:18][N:17]=2)[CH:11]=[CH:10][N:9]=1.C(OCC)(=O)C>CN(C)C=O>[CH3:32][C:27]1[CH:26]=[C:25]([NH:24][C:22]([C:21]2[C:16]([S:15][CH2:14][C:12]3[CH:11]=[CH:10][N:9]=[C:8]([NH:7][C:5]([NH:4][CH2:1][CH2:2][CH3:3])=[O:6])[CH:13]=3)=[N:17][CH:18]=[CH:19][CH:20]=2)=[O:23])[CH:30]=[C:29]([CH3:31])[CH:28]=1. Procedure details: n-Propyl isocyanate (20 mg, 0.23 mmol) was added to a solution of 2-(2-aminopyridin-4-ylmethylthio)-N-(3,5-dimethylphenyl)pyridine-3-carboxamide (The free base of Compound No. 3-1, 28 mg, 0.077 mmol) in N,N-dimethylformamide (0.60 mL) at room temperature, and the mixture was stirred for 4 hours at 80° C. Ethyl acetate (10 mL) was added to the reaction mixture, the whole was washed with water (15 mL) and brine (15 mL), and then the organic layer was dried over anhydrous magnesium sulfate. The org... The reactants are C(#N)C=1C=C2C(NC=NC2=CC1)=O (6-Cyanoquinazolin-4-one), [Cl-].[NH4+] (ammonium chloride), [N-]=[N+]=[N-].[Na+] (sodium azide). Run in CN(C=O)C (dimethylformamide), C(C)(=O)OCC (ethyl acetate). Run at temperature 100 celsius. Yields the product N1N=NN=C1C=1C=C2C(NC=NC2=CC1)=O (6-(1,2,3,4-Tetrazol-5-yl)-quinazolin-4-one). Yield: 89.5%. RXN SMILES: [C:1]([C:3]1[CH:4]=[C:5]2[C:10](=[CH:11][CH:12]=1)[N:9]=[CH:8][NH:7][C:6]2=[O:13])#[N:2].[Cl-].[NH4+].[N-:16]=[N+:17]=[N-:18].[Na+]>CN(C)C=O.C(OCC)(=O)C>[NH:16]1[C:1]([C:3]2[CH:4]=[C:5]3[C:10](=[CH:11][CH:12]=2)[N:9]=[CH:8][NH:7][C:6]3=[O:13])=[N:2][N:18]=[N:17]1 |f:1.2,3.4|. Procedure: 6-Cyanoquinazolin-4-one (0.5 g) in dimethylformamide (5 ml) was treated with ammonium chloride (0.33 g) and sodium azide (0.38 g) and heated at 100° C. under nitrogen for 45 minutes. The resulting mixture was cooled, diluted with ethyl acetate and filtered. The filter cake was washed with dimethylformamide and ethyl acetate to give the title compound (0.56 g) as a cream solid; δH [2H6]DMSO 13.00(1H,bs), 8.70(1H,d), 8.40(1H,dd), 8.38(1H,bs), 8.05(1H,s), 7.68(1H,d); m/z (M−1+) 213.